From a dataset of the Open Reaction Database (ORD), a public repository of structured organic reaction records. describe an organic reaction: reactants, conditions, products, and yield The reactants are O (water), BrC1=CC=CC(=N1)NN=C1CC2CCCC(C1)N2C(=O)OC(C)(C)C (tert-Butyl 3-(2-(6-bromopyridin-2-yl)hydrazono)-9-azabicyclo[3.3.1]nonane-9-carboxylate), CI (MeI), [H-].[Na+] (NaH). The solvent is CN(C)C=O (DMF). Run at time 30 minute. The product is BrC1=CC=CC(=N1)N(N=C1CC2CCCC(C1)N2C(=O)OC(C)(C)C)C (tert-Butyl 3-(2-(6-bromopyridin-2-yl)-2-methylhydrazono)-9-azabicyclo[3.3.1]nonane-9-carboxylate). Yield: 103.8%. Reaction SMILES: [Br:1][C:2]1[N:7]=[C:6]([NH:8][N:9]=[C:10]2[CH2:17][CH:16]3[N:18]([C:19]([O:21][C:22]([CH3:25])([CH3:24])[CH3:23])=[O:20])[CH:12]([CH2:13][CH2:14][CH2:15]3)[CH2:11]2)[CH:5]=[CH:4][CH:3]=1.[H-].[Na+].[CH3:28]I.O>CN(C=O)C>[Br:1][C:2]1[N:7]=[C:6]([N:8]([CH3:28])[N:9]=[C:10]2[CH2:17][CH:16]3[N:18]([C:19]([O:21][C:22]([CH3:25])([CH3:24])[CH3:23])=[O:20])[CH:12]([CH2:13][CH2:14][CH2:15]3)[CH2:11]2)[CH:5]=[CH:4][CH:3]=1 |f:1.2|. Reported procedure: tert-Butyl 3-(2-(6-bromopyridin-2-yl)hydrazono)-9-azabicyclo[3.3.1]nonane-9-carboxylate (609 mg, 1.49 mmol) was dissolved in DMF, and NaH (60%, 65 mg, 1.63 mmol) was added. After 30 min, MeI (232 mg, 1.63 mmol, 102 μL) was added, and stirring continued for 30 min. The mixture was poured into water and extracted with ethyl acetate. The ethyl acetate was concentrated to provide the crude product (655 mg, >100%) as a red oil: ESI MS m/z 423 [M+H]+. Reactants: C1(CC1)CN1C(=NC2=C1C=CC(=C2)S(=O)(=O)C2(CCNCC2)CO)CC(C)(C)C ((4-(1-(cyclopropylmethyl)-2-neopentyl-1H-benzo[d]imidazol-5-ylsulfonyl)piperidin-4-yl)methanol), C(C)(=O)Cl (acetyl chloride). Product: C1(CC1)CN1C(=NC2=C1C=CC(=C2)S(=O)(=O)C2(CCN(CC2)C(C)=O)CO)CC(C)(C)C (1-(4-(1-(cyclopropylmethyl)-2-neopentyl-1H-benzo[d]imidazol-5-ylsulfonyl)-4-(hydroxymethyl)piperidin-1-yl)ethanone). Reaction SMILES: [CH:1]1([CH2:4][N:5]2[C:9]3[CH:10]=[CH:11][C:12]([S:14]([C:17]4([CH2:23][OH:24])[CH2:22][CH2:21][NH:20][CH2:19][CH2:18]4)(=[O:16])=[O:15])=[CH:13][C:8]=3[N:7]=[C:6]2[CH2:25][C:26]([CH3:29])([CH3:28])[CH3:27])[CH2:3][CH2:2]1.[C:30](Cl)(=[O:32])[CH3:31]>>[CH:1]1([CH2:4][N:5]2[C:9]3[CH:10]=[CH:11][C:12]([S:14]([C:17]4([CH2:23][OH:24])[CH2:22][CH2:21][N:20]([C:30](=[O:32])[CH3:31])[CH2:19][CH2:18]4)(=[O:16])=[O:15])=[CH:13][C:8]=3[N:7]=[C:6]2[CH2:25][C:26]([CH3:29])([CH3:28])[CH3:27])[CH2:3][CH2:2]1. Reported procedure: The title compound was prepared according to the procedure described in STEP D of Example 6 using (4-(1-(cyclopropylmethyl)-2-neopentyl-1H-benzo[d]imidazol-5-ylsulfonyl)piperidin-4-yl)methanol (STEP G) and acetyl chloride instead of methanesulfonyl chloride. Starting materials: CN(C)C=O, COC(=O)Cc1ccc(Cl)cc1Cl, [H-], CI, [Na+]. The product is COC(=O)C(C)c1ccc(Cl)cc1Cl. As a reaction SMILES: [CH3:18][N:19]([CH3:20])[CH:21]=[O:22].[Cl:1][c:2]1[c:3]([CH2:9][C:10](=[O:11])[O:12][CH3:13])[cH:4][cH:5][c:6]([Cl:8])[cH:7]1.[H-:14].[I:16][CH3:17].[Na+:15]>>[Cl:1][c:2]1[c:3]([CH:9]([C:10](=[O:11])[O:12][CH3:13])[CH3:17])[cH:4][cH:5][c:6]([Cl:8])[cH:7]1.